This data is from the Open Reaction Database (ORD), a public repository of structured organic reaction records. The task is: describe an organic reaction: reactants, conditions, products, and yield The yield is 49.2%. Product: ClC=1C=C(C=CC1)[C@@H]([C@H]1CN(CCC1)C(=O)OC(C)(C)C)OCCNC=1SC=CN1 ((R)-tert-butyl 3-((R)-(3-chlorophenyl)(2-(thiazol-2-ylamino)ethoxy)methyl)piperidine-1-carboxylate). Reactants: NCCO[C@H]([C@H]1CN(CCC1)C(=O)OC(C)(C)C)C1=CC(=CC=C1)Cl ((R)-tert-butyl 3-((R)-(2-aminoethoxy)(3-chlorophenyl)methyl)piperidine-1-carboxylate), BrC=1SC=CN1 (2-bromo-thiazole). As a reaction SMILES: [NH2:1][CH2:2][CH2:3][O:4][C@@H:5]([C:19]1[CH:24]=[CH:23][CH:22]=[C:21]([Cl:25])[CH:20]=1)[C@@H:6]1[CH2:11][CH2:10][CH2:9][N:8]([C:12]([O:14][C:15]([CH3:18])([CH3:17])[CH3:16])=[O:13])[CH2:7]1.Br[C:27]1[S:28][CH:29]=[CH:30][N:31]=1>CC(O)C>[Cl:25][C:21]1[CH:20]=[C:19]([C@H:5]([O:4][CH2:3][CH2:2][NH:1][C:27]2[S:28][CH:29]=[CH:30][N:31]=2)[C@@H:6]2[CH2:11][CH2:10][CH2:9][N:8]([C:12]([O:14][C:15]([CH3:18])([CH3:16])[CH3:17])=[O:13])[CH2:7]2)[CH:24]=[CH:23][CH:22]=1. The solvent is CC(C)O (propan-2-ol). Reported procedure: A 25 mL flask was charged with (R)-tert-butyl 3-((R)-(2-aminoethoxy)(3-chlorophenyl)methyl)piperidine-1-carboxylate (100 mg, 0.27 mmol) and 2-bromo-thiazole (22 mg, 0.135 mmol) dissolved in propan-2-ol (5 mL) and stirred for 96 hr under reflux. The solvent and excess reagent was removed in vacuo to afford a residue purified by chromatography to give the pure (R)-tert-butyl 3-((R)-(3-chlorophenyl)(2-(thiazol-2-ylamino)ethoxy)methyl)piperidine-1-carboxylate (30 mg, 25%) Conditions: time 96 hour. The reactants are Fc1ccc(-c2ccc3cc(Br)ccc3n2)cc1, COC(=O)c1ccccc1S, C1COCCO1, CCN(C(C)C)C(C)C, O=C(C=Cc1ccccc1)C=Cc1ccccc1, O=C(C=Cc1ccccc1)C=Cc1ccccc1, O=C(C=Cc1ccccc1)C=Cc1ccccc1, [Pd], [Pd], CC1(C)c2cccc(P(c3ccccc3)c3ccccc3)c2Oc2c(P(c3ccccc3)c3ccccc3)cccc21. The product is COC(=O)c1ccccc1Sc1ccc2nc(-c3ccc(F)cc3)ccc2c1. Reaction SMILES: [Br:1][c:2]1[cH:3][c:4]2[cH:5][cH:6][c:7](-[c:12]3[cH:13][cH:14][c:15]([F:18])[cH:16][cH:17]3)[n:8][c:9]2[cH:10][cH:11]1.[C:19]([c:20]1[c:21]([SH:22])[cH:23][cH:24][cH:25][cH:26]1)(=[O:27])[O:28][CH3:29].[CH2:81]1[O:82][CH2:83][CH2:84][O:85][CH2:86]1.[CH:30]([N:31]([CH2:32][CH3:33])[CH:34]([CH3:35])[CH3:36])([CH3:37])[CH3:38].[O:107]=[C:108]([CH:109]=[CH:110][c:111]1[cH:112][cH:113][cH:114][cH:115][cH:116]1)[CH:117]=[CH:118][c:119]1[cH:120][cH:121][cH:122][cH:123][cH:124]1.[O:125]=[C:126]([CH:127]=[CH:128][c:129]1[cH:130][cH:131][cH:132][cH:133][cH:134]1)[CH:135]=[CH:136][c:137]1[cH:138][cH:139][cH:140][cH:141][cH:142]1.[O:89]=[C:90]([CH:91]=[CH:92][c:93]1[cH:94][cH:95][cH:96][cH:97][cH:98]1)[CH:99]=[CH:100][c:101]1[cH:102][cH:103][cH:104][cH:105][cH:106]1.[Pd:87].[Pd:88].[c:39]1([P:40]([c:41]2[cH:42][cH:43][cH:44][cH:45][cH:46]2)[c:47]2[c:48]3[c:72]([cH:73][cH:74][cH:75]2)[C:69]([CH3:70])([CH3:71])[c:51]2[c:50]([c:55]([P:56]([c:57]4[cH:58][cH:59][cH:60][cH:61][cH:62]4)[c:63]4[cH:64][cH:65][cH:66][cH:67][cH:68]4)[cH:54][cH:53][cH:52]2)[O:49]3)[cH:76][cH:77][cH:78][cH:79][cH:80]1>>[c:2]1([S:22][c:21]2[c:20]([C:19](=[O:27])[O:28][CH3:29])[cH:26][cH:25][cH:24][cH:23]2)[cH:3][c:4]2[cH:5][cH:6][c:7](-[c:12]3[cH:13][cH:14][c:15]([F:18])[cH:16][cH:17]3)[n:8][c:9]2[cH:10][cH:11]1. The reagents and catalysts are N\2=C1\N(CCCCC1)CCC/2 (DBU). The solvent is C1CCCO1 (THF), C1CCCO1 (THF). Isolated yield 48.0%. Starting materials: O[C@H]1C[C@@H](C(OC)=O)N(C(OC(C)(C)C)=O)C1, O=S(C1=CC=C([N+]([O-])=O)C=C1)(F)=O (4-nitrobenzenesulfonyl fluoride). Conditions: time 48 hour. Yields the product F[C@H]1C[C@@H](C(OC)=O)N(C(OC(C)(C)C)=O)C1. Starting materials: Cl.N[C@@H]1CC[C@H](CC1)NC(=O)C1=C(NC=2C1=NC=CC2C2=C(C=CC(=C2)F)OCC2CC2)C (N-(trans-4-aminocyclohexyl)-7-[2-(cyclopropylmethoxy)-5-fluorophenyl]-2-methyl-1H-pyrrolo[3,2-b]pyridine-3-carboxamide hydrochloride), C(C)(=O)O[C@H](C(=O)Cl)C ((2S)-1-chloro-1-oxopropan-2-yl acetate). Product: C1(CC1)COC1=C(C=C(C=C1)F)C1=C2C(=NC=C1)C(=C(N2)C)C(=O)N[C@@H]2CC[C@H](CC2)NC([C@H](C)O)=O (7-[2-(Cyclopropylmethoxy)-5-fluorophenyl]-N-(trans-4-{[(2S)-2-hydroxypropanoyl]amino}cyclohexyl)-2-methyl-1H-pyrrolo[3,2-b]pyridine-3-carboxamide). As a reaction SMILES: Cl.[NH2:2][C@H:3]1[CH2:8][CH2:7][C@H:6]([NH:9][C:10]([C:12]2[C:16]3=[N:17][CH:18]=[CH:19][C:20]([C:21]4[CH:26]=[C:25]([F:27])[CH:24]=[CH:23][C:22]=4[O:28][CH2:29][CH:30]4[CH2:32][CH2:31]4)=[C:15]3[NH:14][C:13]=2[CH3:33])=[O:11])[CH2:5][CH2:4]1.C([O:37][C@@H:38]([CH3:42])[C:39](Cl)=[O:40])(=O)C>>[CH:30]1([CH2:29][O:28][C:22]2[CH:23]=[CH:24][C:25]([F:27])=[CH:26][C:21]=2[C:20]2[CH:19]=[CH:18][N:17]=[C:16]3[C:12]([C:10]([NH:9][C@H:6]4[CH2:7][CH2:8][C@H:3]([NH:2][C:39](=[O:40])[C@@H:38]([OH:37])[CH3:42])[CH2:4][CH2:5]4)=[O:11])=[C:13]([CH3:33])[NH:14][C:15]=23)[CH2:31][CH2:32]1 |f:0.1|. Procedure details: Starting from N-(trans-4-aminocyclohexyl)-7-[2-(cyclopropylmethoxy)-5-fluorophenyl]-2-methyl-1H-pyrrolo[3,2-b]pyridine-3-carboxamide hydrochloride (example D.f8) and commercially available (2S)-1-chloro-1-oxopropan-2-yl acetate the title compound is obtained as colorless solid. The reactants are ClC=1C(=NC(=C(C1SC1=C(C=C(S1)C(=O)O)[N+](=O)[O-])Cl)C)C (5-((3,5-dichloro-2,6-dimethylpyridin-4-yl)thio)-4-nitrothiophene-2-carboxylic acid), Cl.CN1CCC(CC1)N (1-methylpiperidin-4-amine hydrogen chloride salt). Yields the product ClC=1C(=NC(=C(C1SC1=C(C=C(S1)C(=O)NC1CCN(CC1)C)[N+](=O)[O-])Cl)C)C (5-((3,5-dichloro-2,6-dimethylpyridin-4-yl)thio)-N-(1-methylpiperidin-4-yl)-4-nitrothiophene-2-carboxamide), solid. The yield is 72.0%. RXN SMILES: [Cl:1][C:2]1[C:3]([CH3:22])=[N:4][C:5]([CH3:21])=[C:6]([Cl:20])[C:7]=1[S:8][C:9]1[S:13][C:12]([C:14](O)=[O:15])=[CH:11][C:10]=1[N+:17]([O-:19])=[O:18].Cl.[CH3:24][N:25]1[CH2:30][CH2:29][CH:28]([NH2:31])[CH2:27][CH2:26]1>>[Cl:1][C:2]1[C:3]([CH3:22])=[N:4][C:5]([CH3:21])=[C:6]([Cl:20])[C:7]=1[S:8][C:9]1[S:13][C:12]([C:14]([NH:31][CH:28]2[CH2:29][CH2:30][N:25]([CH3:24])[CH2:26][CH2:27]2)=[O:15])=[CH:11][C:10]=1[N+:17]([O-:19])=[O:18] |f:1.2|. Procedure details: Prepared according to the procedure described for example 70 from 5-((3,5-dichloro-2,6-dimethylpyridin-4-yl)thio)-4-nitrothiophene-2-carboxylic acid from the above (200 mg, 0.53 mmol) and 1-methylpiperidin-4-amine hydrogen chloride salt (72.0 mg, 0.63 mmol). The title compound was obtained as a solid (180.0 mg, 72% yield). 1H NMR (400 MHz, d6-DMSO) δ: 8.63 (1H, m), 8.49 (1H, s), 3.58 (1H, m), 2.75 (2H, m), 2.65 (6H, s), 2.14 (3H, s), 1.92 (2H, m), 1.72 (2H, m), 1.49 (2H, m). MS m/z: 475.18, 477.... Starting materials: CCOC(=O)N1CCC(NC2c3ccccc3Oc3ccccc32)CC1, CCO, [K+], [OH-], O. Yields the product c1ccc2c(c1)Oc1ccccc1C2NC1CCNCC1. RXN SMILES: [CH2:1]([O:2][C:3](=[O:4])[N:6]1[CH2:7][CH2:8][CH:9]([NH:12][CH:13]2[c:14]3[cH:15][cH:16][cH:17][cH:18][c:19]3[O:20][c:21]3[cH:22][cH:23][cH:24][cH:25][c:26]32)[CH2:10][CH2:11]1)[CH3:5].[CH3:29][CH2:30][OH:31].[K+:28].[OH-:27].[OH2:32]>>[NH:6]1[CH2:7][CH2:8][CH:9]([NH:12][CH:13]2[c:14]3[cH:15][cH:16][cH:17][cH:18][c:19]3[O:20][c:21]3[cH:22][cH:23][cH:24][cH:25][c:26]32)[CH2:10][CH2:11]1. Starting materials: CC(=O)[O-], CC(=O)[O-], CCOC(=O)C(CC)=[N+]=[N-], Cc1ccccc1, CCCc1c(Cc2ccc(-c3ccccc3C#N)cc2F)c(=O)n(C2CCC(O)CC2)c2ncnn12, [Rh+2]. The product is CCCc1c(Cc2ccc(-c3ccccc3C#N)cc2F)c(=O)n(C2CCC(OC(CC)C(=O)OCC)CC2)c2ncnn12. As a reaction SMILES: [C:54]([O-:55])(=[O:56])[CH3:57].[C:59]([O-:60])(=[O:61])[CH3:62].[CH2:37]([CH3:38])[O:39][C:40]([C:41]([CH2:42][CH3:43])=[N+:44]=[N-:45])=[O:46].[CH3:47][c:48]1[cH:49][cH:50][cH:51][cH:52][cH:53]1.[F:1][c:2]1[cH:3][c:4](-[c:29]2[c:30]([C:35]#[N:36])[cH:31][cH:32][cH:33][cH:34]2)[cH:5][cH:6][c:7]1[CH2:8][c:9]1[c:10](=[O:28])[n:11]([CH:21]2[CH2:22][CH2:23][CH:24]([OH:27])[CH2:25][CH2:26]2)[c:12]2[n:13]([c:14]1[CH2:15][CH2:16][CH3:17])[n:18][cH:19][n:20]2.[Rh+2:58]>>[F:1][c:2]1[cH:3][c:4](-[c:29]2[c:30]([C:35]#[N:36])[cH:31][cH:32][cH:33][cH:34]2)[cH:5][cH:6][c:7]1[CH2:8][c:9]1[c:10](=[O:28])[n:11]([CH:21]2[CH2:22][CH2:23][CH:24]([O:27][CH:41]([C:40]([O:39][CH2:37][CH3:38])=[O:46])[CH2:42][CH3:43])[CH2:25][CH2:26]2)[c:12]2[n:13]([c:14]1[CH2:15][CH2:16][CH3:17])[n:18][cH:19][n:20]2.